Dataset: the Open Reaction Database (ORD), a public repository of structured organic reaction records. Task: describe an organic reaction: reactants, conditions, products, and yield Reactants: CN1CC2=C(NC=3C=CC(=CC23)C)CC1 (2,3,4,5-tetrahydro-2,8-dimethyl-1H-pyrido[4,3-b]indole), FC=1C=NC=C(C1)C=C (3-fluoro-5-vinylpyridine), [OH-].[K+] (KOH). The solvent is CN1CCCC1=O (NMP). Product: FC=1C=C(C=NC1)CCN1C2=C(C=3C=C(C=CC13)C)CN(CC2)C (5-(2-(5-fluoropyridin-3-yl)ethyl)-2,3,4,5-tetrahydro-2,8-dimethyl-1H-pyrido[4,3-b]indole). Reaction SMILES: [CH3:1][N:2]1[CH2:15][CH2:14][C:5]2[NH:6][C:7]3[CH:8]=[CH:9][C:10]([CH3:13])=[CH:11][C:12]=3[C:4]=2[CH2:3]1.[F:16][C:17]1[CH:18]=[N:19][CH:20]=[C:21]([CH:23]=[CH2:24])[CH:22]=1.[OH-].[K+]>CN1C(=O)CCC1>[F:16][C:17]1[CH:22]=[C:21]([CH2:23][CH2:24][N:6]2[C:7]3[CH:8]=[CH:9][C:10]([CH3:13])=[CH:11][C:12]=3[C:4]3[CH2:3][N:2]([CH3:1])[CH2:15][CH2:14][C:5]2=3)[CH:20]=[N:19][CH:18]=1 |f:2.3|. Reported procedure: The title compound is prepared from a mixture of 2,3,4,5-tetrahydro-2,8-dimethyl-1H-pyrido[4,3-b]indole, 3-fluoro-5-vinylpyridine and KOH (5-7 equiv) in NMP at a temperature ranging between 25 deg C. to 100 deg C. The product obtained is isolated by preparative HPLC. Starting materials: COC(=O)c1nc(Br)cnc1OC, N=C(c1ccccc1)c1ccccc1, CC(C)(C)[O-], Cc1ccccc1, ClC(Cl)Cl, O=C(C=Cc1ccccc1)C=Cc1ccccc1, O=C(C=Cc1ccccc1)C=Cc1ccccc1, O=C(C=Cc1ccccc1)C=Cc1ccccc1, Cl, [Na+], [Na+], C1CCOC1, [OH-], O, [Pd], [Pd]. Yields the product COC(=O)c1nc(N)cnc1OC. As a reaction SMILES: [Br:1][c:2]1[cH:3][n:4][c:5]([O:12][CH3:13])[c:6]([C:8](=[O:9])[O:10][CH3:11])[n:7]1.[C:14]([c:15]1[cH:16][cH:17][cH:18][cH:19][cH:20]1)([c:21]1[cH:22][cH:23][cH:24][cH:25][cH:26]1)=[NH:27].[CH3:28][C:29]([CH3:30])([O-:31])[CH3:32].[CH3:37][c:38]1[cH:39][cH:40][cH:41][cH:42][cH:43]1.[CH:106]([Cl:107])([Cl:108])[Cl:109].[CH:51](=[CH:52][C:53]([CH:54]=[CH:55][c:56]1[cH:57][cH:58][cH:59][cH:60][cH:61]1)=[O:62])[c:63]1[cH:64][cH:65][cH:66][cH:67][cH:68]1.[CH:69](=[CH:70][C:71]([CH:72]=[CH:73][c:74]1[cH:75][cH:76][cH:77][cH:78][cH:79]1)=[O:80])[c:81]1[cH:82][cH:83][cH:84][cH:85][cH:86]1.[CH:87](=[CH:88][C:89]([CH:90]=[CH:91][c:92]1[cH:93][cH:94][cH:95][cH:96][cH:97]1)=[O:98])[c:99]1[cH:100][cH:101][cH:102][cH:103][cH:104]1.[ClH:34].[Na+:33].[Na+:36].[O:44]1[CH2:45][CH2:46][CH2:47][CH2:48]1.[OH-:35].[OH2:105].[Pd:49].[Pd:50]>>[c:2]1([NH2:27])[cH:3][n:4][c:5]([O:12][CH3:13])[c:6]([C:8](=[O:9])[O:10][CH3:11])[n:7]1. Reactants: BrBr (Bromine), CN1C(C2=CC=C(C=C2C=C1)N1N=CC(=C1)C)=O (2-methyl-6-(4-methylpyrazol-1-yl)isoquinolin-1-one). The solvent is C(C)(=O)O (acetic acid), C(C)(=O)O (acetic acid). Reaction conditions: time 17 minute. Product: BrC1=CN(C(C2=CC=C(C=C12)N1N=CC(=C1)C)=O)C (4-bromo-2-methyl-6-(4-methylpyrazol-1-yl)isoquinolin-1-one). The yield is 64.7%. Reaction SMILES: [Br:1]Br.[CH3:3][N:4]1[CH:13]=[CH:12][C:11]2[C:6](=[CH:7][CH:8]=[C:9]([N:14]3[CH:18]=[C:17]([CH3:19])[CH:16]=[N:15]3)[CH:10]=2)[C:5]1=[O:20]>C(O)(=O)C>[Br:1][C:12]1[C:11]2[C:6](=[CH:7][CH:8]=[C:9]([N:14]3[CH:18]=[C:17]([CH3:19])[CH:16]=[N:15]3)[CH:10]=2)[C:5](=[O:20])[N:4]([CH3:3])[CH:13]=1. Procedure details: Bromine (94 mg, 0.59 mmol) in acetic acid (2 mL) was added drop-wise to a solution of 2-methyl-6-(4-methylpyrazol-1-yl)isoquinolin-1-one (140.0 mg, 0.583 mmol) in acetic acid (4 mL) at 0° C. The mixture was then stirred at room temperature for 17 min and quenched with water (10 mL). The pH was adjusted to about 7-8 with aqueous 1M NaOH. Extractive work up with ethyl acetate followed by purification using silica gel chromatography (PE:EA=1:1) gave the title compound of step 2 (120.0 mg, 56%) as a... The reactants are CCOC(=O)C1CC2(CCC1N1CCC(NC(=O)OCc3ccccc3)C1=O)OCCO2, CC(C)=O, Cl. Yields the product CCOC(=O)C1CC(=O)CCC1N1CCC(NC(=O)OCc2ccccc2)C1=O. Reaction SMILES: [CH2:1]([c:2]1[cH:3][cH:4][cH:5][cH:6][cH:7]1)[O:8][C:9](=[O:10])[NH:11][CH:12]1[C:13](=[O:32])[N:14]([CH:17]2[CH:18]([C:27](=[O:28])[O:29][CH2:30][CH3:31])[CH2:19][C:20]3([O:21][CH2:24][CH2:23][O:22]3)[CH2:25][CH2:26]2)[CH2:15][CH2:16]1.[CH3:34][C:35](=[O:36])[CH3:37].[ClH:33]>>[CH2:1]([c:2]1[cH:3][cH:4][cH:5][cH:6][cH:7]1)[O:8][C:9](=[O:10])[NH:11][CH:12]1[C:13](=[O:32])[N:14]([CH:17]2[CH:18]([C:27](=[O:28])[O:29][CH2:30][CH3:31])[CH2:19][C:20](=[O:21])[CH2:25][CH2:26]2)[CH2:15][CH2:16]1. The reactants are ice, Cl (HCl), C(=O)(O)[O-].[Na+] (NaHCO3), ICC(=O)Cl (iodoacetyl chloride), NC1=CC=C(C(C(=O)N)=C1)O (5-Aminosalicylamide). Solvent: O (water). Conditions: time 1 hour. The product is ICC(=O)NC1=CC=C(C(C(=O)N)=C1)O (5-(iodoacetamido)salicylamide). The yield is 101.2%. As a reaction SMILES: [NH2:1][C:2]1[CH:10]=[C:6]([C:7]([NH2:9])=[O:8])[C:5]([OH:11])=[CH:4][CH:3]=1.C([O-])(O)=O.[Na+].[I:17][CH2:18][C:19](Cl)=[O:20].Cl>O>[I:17][CH2:18][C:19]([NH:1][C:2]1[CH:10]=[C:6]([C:7]([NH2:9])=[O:8])[C:5]([OH:11])=[CH:4][CH:3]=1)=[O:20] |f:1.2|. Procedure details: To an ice-cooled, stirred solution of 5-Aminosalicylamide (10.0 grams, 0.073 tool), in 300 mL of water containing NaHCO3 (42.0 grams, 0.5 tool), iodoacetyl chloride (18.4 grams, 0.09 mol) is added dropwise over 15 min. After stirring at 0°-5° C. for 1 hr., the solution is acidified with cold 6N HCl. The precipitate is collected and dried in vacuo over NaOH pellets, to afford 21.3 grams (96% yield) of crude 5-(iodoacetamido)salicylamide. The reactants are C(C)N (ethylamine), ClC1=CC=C(C=C1)CS(=O)(=O)Cl ((4-chlorophenyl)methanesulfonyl chloride), CC(C)(C#C)N (1,1-dimethylpropargylamine), CN (methylamine), Intermediate 4. Yields the product ClC1=CC=C(C=C1)C1=C(C(NS1(=O)=O)(C)C)CNC (N-(5-(4-Chlorophenyl)-3,3-dimethyl-1,1-dioxo-2,3-dihydroisothiazol-4-yl)methyl-N-methylamine). RXN SMILES: [Cl:1][C:2]1[CH:7]=[CH:6][C:5]([CH2:8][S:9](Cl)(=[O:11])=[O:10])=[CH:4][CH:3]=1.[CH3:13][C:14]([NH2:18])([C:16]#[CH:17])[CH3:15].[CH2:19]([NH2:21])C.CN>>[Cl:1][C:2]1[CH:7]=[CH:6][C:5]([C:8]2[S:9](=[O:11])(=[O:10])[NH:18][C:14]([CH3:15])([CH3:13])[C:16]=2[CH2:17][NH:21][CH3:19])=[CH:4][CH:3]=1. Procedure details: The title compound was prepared from (4-chlorophenyl)methanesulfonyl chloride and 1,1-dimethylpropargylamine according to the procedure described for Intermediate 4 replacing ethylamine by methylamine in the last step. 1H-NMR (DMSO-d6) δ 7.72 (bs, 1 H), 7.53 (m, 4H), 3.33 (s, 2 H), 2.16 (s, 3 H), 1.45 (s, 6 H). The reactants are NC1[C@@H]2N(C(=C(CS2)CSC=2SC=NN2)C(=O)O)C1=O (7-Amino-3-(1,3,4-thiadiazol-2-ylthiomethyl)-3-cephem-4-carboxylic acid), C[Si](C)(C)C(C(=O)N)[Si](C)(C)C (bis(trimethylsilyl)acetamide), ClC(C(=O)Cl)Cl (dichloroacetyl chloride). Solvent: C(Cl)Cl (methylene chloride), C(Cl)Cl (methylene chloride). Yields the product ClC(C(=O)NC1[C@@H]2N(C(=C(CS2)CSC=2SC=NN2)C(=O)O)C1=O)Cl (7-dichloroacetamido-3-(1,3,4-thiadiazol-2-ylthiomethyl)-3-cephem-4-carboxylic acid). Yield: 80.6%. RXN SMILES: [NH2:1][CH:2]1[C:19](=[O:20])[N:4]2[C:5]([C:16]([OH:18])=[O:17])=[C:6]([CH2:9][S:10][C:11]3[S:12][CH:13]=[N:14][N:15]=3)[CH2:7][S:8][C@H:3]12.C[Si](C([Si](C)(C)C)C(N)=O)(C)C.[Cl:33][CH:34]([Cl:38])[C:35](Cl)=[O:36]>C(Cl)Cl>[Cl:33][CH:34]([Cl:38])[C:35]([NH:1][CH:2]1[C:19](=[O:20])[N:4]2[C:5]([C:16]([OH:18])=[O:17])=[C:6]([CH2:9][S:10][C:11]3[S:12][CH:13]=[N:14][N:15]=3)[CH2:7][S:8][C@H:3]12)=[O:36]. Reported procedure: 7-Amino-3-(1,3,4-thiadiazol-2-ylthiomethyl)-3-cephem-4-carboxylic acid (6.61 g) was suspended in methylene chloride (60 ml) and bis(trimethylsilyl)acetamide was added to the suspension to give a solution. A solution of dichloroacetyl chloride (3.24 g) in methylene chloride (10 ml) was added to the solution obtained above at -20° C under stirring. The mixture was stirred at the same temperature for 20 minutes. Methylene chloride was distilled off under reduced pressure after addition of a little ... The reactants are C[N+](C)(C)CCOP(=O)(O)OC[C@@H](COC(=O)CCCCCCCCCCCOC)OC(=O)CCCCCCCCCCCOC (D-AC2), anhydride, N1CCCCC1 (piperidine), C[N+](C)(C)CCOP(=O)([O-])OC[C@@H](COC(=O)CCCCCCCCCCCOC)OC(=O)CCCCCCCCCCCOC (L-AC2), C1=CC=CC=2C3=CC=CC=C3C(C12)COC(=O)ON1C(CCC1=O)=O (N-(9-Fluorenylmethoxycarbonyloxy) succinimide), C(CCCCCCCCCCCCC)(=O)OC(CCCCCCCCCCCCC)=O (myristic anhydride). The product is COCCCCCCCCCCCC(=O)OC[C@@H](COP(=O)(O)OCCN)OC(=O)CCCCCCCCCCCOC (L-PE2). Reaction SMILES: C[N+:2]([CH2:5][CH2:6][O:7][P:8]([O:11][CH2:12][C@H:13]([O:31][C:32]([CH2:34][CH2:35][CH2:36][CH2:37][CH2:38][CH2:39][CH2:40][CH2:41][CH2:42][CH2:43][CH2:44][O:45][CH3:46])=[O:33])[CH2:14][O:15][C:16]([CH2:18][CH2:19][CH2:20][CH2:21][CH2:22][CH2:23][CH2:24][CH2:25][CH2:26][CH2:27][CH2:28][O:29][CH3:30])=[O:17])([OH:10])=[O:9])(C)C.C[N+](CCOP(OC[C@H](OC(CCCCCCCCCCCOC)=O)COC(CCCCCCCCCCCOC)=O)([O-])=O)(C)C.C1C2C(COC(ON3C(=O)CCC3=O)=O)C3C(=CC=CC=3)C=2C=CC=1.N1CCCCC1.C(OC(=O)CCCCCCCCCCCCC)(=O)CCCCCCCCCCCCC>>[CH3:30][O:29][CH2:28][CH2:27][CH2:26][CH2:25][CH2:24][CH2:23][CH2:22][CH2:21][CH2:20][CH2:19][CH2:18][C:16]([O:15][CH2:14][C@H:13]([O:31][C:32]([CH2:34][CH2:35][CH2:36][CH2:37][CH2:38][CH2:39][CH2:40][CH2:41][CH2:42][CH2:43][CH2:44][O:45][CH3:46])=[O:33])[CH2:12][O:11][P:8]([O:7][CH2:6][CH2:5][NH2:2])([OH:10])=[O:9])=[O:17]. Procedure details: The preparation of D-AC2 was identical to L-AC2 except D-glycerolphosphocholine, which was obtained from Synthetische Phosphor-Lipide, Biochemisches Labor, Bern CH Switzerland was used. L-PE2 was prepared by reacting glycerolphosphatidylethanolamine (L-α-GPE) with N-(9-Fluorenylmethoxycarbonyloxy) succinimide (FMOC-succinimide) to form L-α-GPE-FMOC followed by diacylation with 12MO anhydride then deprotection of FMOC with piperidine. L-PE1 was prepared by diacylating L-α-GPE-FMOC with myristic a... Starting materials: COC1=C(O)C(=C(C(=C1OC)O)C)CN1CCOCC1 (2,3-dimethoxy-5-methyl-6-morpholinomethylhydroquinone). The reagents and catalysts are [Ag]=O (Silver oxide). The solvent is ether-dioxane. Conditions: time 1.5 hour. Yields the product COC=1C(C(=C(C(C1OC)=O)C)CN1CCOCC1)=O (2,3-dimethoxy-5-methyl-6-morpholinomethyl-1,4-benzoquinone). The yield is 50.4%. As a reaction SMILES: [CH3:1][O:2][C:3]1[C:9]([O:10][CH3:11])=[C:8]([OH:12])[C:7]([CH3:13])=[C:6]([CH2:14][N:15]2[CH2:20][CH2:19][O:18][CH2:17][CH2:16]2)[C:4]=1[OH:5]>[Ag]=O>[CH3:1][O:2][C:3]1[C:4](=[O:5])[C:6]([CH2:14][N:15]2[CH2:16][CH2:17][O:18][CH2:19][CH2:20]2)=[C:7]([CH3:13])[C:8](=[O:12])[C:9]=1[O:10][CH3:11]. Reported procedure: Silver oxide (15 g) was added to a solution of 2,3-dimethoxy-5-methyl-6-morpholinomethylhydroquinone (9 g) as obtained in Reference Example 8 in ether-dioxane (5:2, 70 ml) and the mixture was stirred at room temperature for 1.5 hours. The filtrate was treated in the conventional manner and the residue was recrystallized from ethyl acetate-hexane to give 2,3-dimethoxy-5-methyl-6-morpholinomethyl-1,4-benzoquinone (4.5 g), melting at 60°-62° C.